This data is from the Open Reaction Database (ORD), a public repository of structured organic reaction records. The task is: describe an organic reaction: reactants, conditions, products, and yield Starting materials: OC1=CC=C(C(=O)OC)C=C1 (methyl 4-hydroxybenzoate), [OH-].C(CCC)[N+](CCCC)(CCCC)CCCC (tetrabutylammonium hydroxide). Run in O (water). Run at temperature 60 celsius. The product is COC(=O)C1=CC=C([O-])C=C1.C(CCC)[N+](CCCC)(CCCC)CCCC (Tetrabutylammonium 4-(methoxycarbonyl)phenoxide). As a reaction SMILES: [OH:1][C:2]1[CH:11]=[CH:10][C:5]([C:6]([O:8][CH3:9])=[O:7])=[CH:4][CH:3]=1.[OH-].[CH2:13]([N+:17]([CH2:26][CH2:27][CH2:28][CH3:29])([CH2:22][CH2:23][CH2:24][CH3:25])[CH2:18][CH2:19][CH2:20][CH3:21])[CH2:14][CH2:15][CH3:16]>O>[CH3:9][O:8][C:6]([C:5]1[CH:10]=[CH:11][C:2]([O-:1])=[CH:3][CH:4]=1)=[O:7].[CH2:26]([N+:17]([CH2:13][CH2:14][CH2:15][CH3:16])([CH2:18][CH2:19][CH2:20][CH3:21])[CH2:22][CH2:23][CH2:24][CH3:25])[CH2:27][CH2:28][CH3:29] |f:1.2,4.5|. Procedure details: A glass flask with reflux condenser, heatable oil bath, mechanical stirrer and internal thermometer was charged at room temperature with 38.00 g of methyl 4-hydroxybenzoate and 277.92 g of water and these components were stirred together thoroughly. Subsequently 162.00 g of tetrabutylammonium hydroxide (40% strength in water) were added and the reaction mixture was heated to 60° C. It was stirred at 60° C. for one hour (the contents of the flask become clear). Then the reaction mixture was coole... Yield: 92.2%. Reactants: C1C=CN2C1=CN(C1=C(C2)C=CC=C1)C(=O)C1=CC(=C(C=C1)C1=C(C(CCC1)=O)C)C (3-[4-(5H,1H-benzo[e]pyrrolo[1,2-a][1,4]diazepine-10-carbonyl)-2-methyl-phenyl]-2-methyl-cyclohex-2-enone), B.O1CCCC1 (borane tetrahydrofuran), enone, (S)-(−)-tetrahydro-1-methyl-3,3-diphenyl-1H,3H-pyrrolo[1,2-c][1,3,2]oxazaboro-borane. Reaction SMILES: [CH2:1]1[C:5]2=[CH:6][N:7]([C:15]([C:17]3[CH:22]=[CH:21][C:20]([C:23]4[CH2:28][CH2:27][CH2:26][C:25](=[O:29])[C:24]=4[CH3:30])=[C:19]([CH3:31])[CH:18]=3)=[O:16])[C:8]3[CH:14]=[CH:13][CH:12]=[CH:11][C:9]=3[CH2:10][N:4]2[CH:3]=[CH:2]1.B.O1CCCC1>O1CCCC1.O>[CH:1]1[CH:2]=[CH:3][N:4]2[CH2:10][C:9]3[CH:11]=[CH:12][CH:13]=[CH:14][C:8]=3[N:7]([C:15]([C:17]3[CH:22]=[CH:21][C:20]([C:23]4[CH2:28][CH2:27][CH2:26][C@@H:25]([OH:29])[C:24]=4[CH3:30])=[C:19]([CH3:31])[CH:18]=3)=[O:16])[CH2:6][C:5]=12 |f:1.2|. Procedure: (S)-(−)-tetrahydro-1-methyl-3,3-diphenyl-1H,3H-pyrrolo[1,2-c][1,3,2]oxazaboro-borane [(S)-2-methyl-CBS-oxazaborolidine] (1.0 M in tetrahydrofuran, 1.06 mL, 1.06 mmol) was dissolved in anhydrous tetrahydrofuran (53.1 mL, distilled from sodium/benzophenone ketyl). To this solution was simultaneously added a solution of 3-[4-(5H,1H-benzo[e]pyrrolo[1,2-a][1,4]diazepine-10-carbonyl)-2-methyl-phenyl]-2-methyl-cyclohex-2-enone of Example 4 (2.18 g, 5.31 mmol) in anhydrous tetrahydrofuran (20 mL) via sy... Run in O1CCCC1 (tetrahydrofuran), O (water), O1CCCC1 (tetrahydrofuran). Yields the product C=1C=CN2C1CN(C1=C(C2)C=CC=C1)C(=O)C1=CC(=C(C=C1)C1=C([C@@H](CCC1)O)C)C ((10,11-Dihydro-5H-pyrrolo[2,1-c][1,4]benzodiazepin-10-yl)-[4-((3R)-3-hydroxy-2-methyl-cyclohex-1-en-1-yl)-3-methyl-phenyl]-methanone). Reactants: C(=C)(C)N1C(N(C2=C1C=CC=C2)CC2=NC1=C(N2CCC(C)C)C=CC(=C1)C(=N)N)=O (2-(3-Isopropenyl-2-oxo-2,3-dihydro-benzoimidazol-1-ylmethyl)-1-(3-methyl-butyl)-1H-benzoimidazole-5-carboxamidine). Solvent: C(=O)(C(F)(F)F)O.C(Cl)Cl (TFA CH2Cl2). The product is CC(CCN1C(=NC2=C1C=CC(=C2)C(=N)N)CN2C(NC1=C2C=CC=C1)=O)C (1-(3-methyl-butyl)-2-(2-oxo-2,3-dihydro-benzoimidazol-1-ylmethyl)-1H-benzoimidazole-5-carboxamidine). The yield is 95.6%. As a reaction SMILES: C([N:4]1[C:8]2[CH:9]=[CH:10][CH:11]=[CH:12][C:7]=2[N:6]([CH2:13][C:14]2[N:18]([CH2:19][CH2:20][CH:21]([CH3:23])[CH3:22])[C:17]3[CH:24]=[CH:25][C:26]([C:28]([NH2:30])=[NH:29])=[CH:27][C:16]=3[N:15]=2)[C:5]1=[O:31])(C)=C>C(O)(C(F)(F)F)=O.C(Cl)Cl>[CH3:22][CH:21]([CH3:23])[CH2:20][CH2:19][N:18]1[C:17]2[CH:24]=[CH:25][C:26]([C:28]([NH2:30])=[NH:29])=[CH:27][C:16]=2[N:15]=[C:14]1[CH2:13][N:6]1[C:7]2[CH:12]=[CH:11][CH:10]=[CH:9][C:8]=2[NH:4][C:5]1=[O:31] |f:1.2|. Reported procedure: 2-(3-Isopropenyl-2-oxo-2,3-dihydro-benzoimidazol-1-ylmethyl)-1-(3-methyl-butyl)-1H-benzoimidazole-5-carboxamidine (20 mg, 0.05 mmol) was dissolved in 30% TFA/CH2Cl2 and stirred at reflux for 1 h. The solvent was removed and the residues triturated with ether to give 18 mg (99%) of 1-(3-methyl-butyl)-2-(2-oxo-2,3-dihydro-benzoimidazol-1-ylmethyl)-1H-benzoimidazole-5-carboxamidine as a white solid as the TFA salt. Reactants: CCOC(=O)CCCBr, COC(=O)C=Cc1c(O)cccc1C#CCCCCOC1CCCCO1. Yields the product CCOC(=O)CCCOc1cccc(C#CCCCCOC2CCCCO2)c1C=CC(=O)OC. RXN SMILES: [Br:27][CH2:28][CH2:29][CH2:30][C:31](=[O:32])[O:33][CH2:34][CH3:35].[CH3:1][O:2][C:3]([CH:4]=[CH:5][c:6]1[c:7]([OH:25])[cH:8][cH:9][cH:10][c:11]1[C:12]#[C:13][CH2:14][CH2:15][CH2:16][CH2:17][O:18][CH:19]1[O:20][CH2:21][CH2:22][CH2:23][CH2:24]1)=[O:26]>>[CH3:1][O:2][C:3]([CH:4]=[CH:5][c:6]1[c:7]([O:25][CH2:28][CH2:29][CH2:30][C:31](=[O:32])[O:33][CH2:34][CH3:35])[cH:8][cH:9][cH:10][c:11]1[C:12]#[C:13][CH2:14][CH2:15][CH2:16][CH2:17][O:18][CH:19]1[O:20][CH2:21][CH2:22][CH2:23][CH2:24]1)=[O:26]. The reactants are [H][H] (hydrogen), C(C1=CC=CC=C1)OC(=O)N1CCN(CC1)C(=O)NC1CCN(CC1)C1=CC=C(C=C1)C(NCCN1CCOCC1)=O (4-benzyloxycarbonyl-N-(1-(4-(2-morpholinoethylcarbamoyl)-phenyl)-piperidin-4-yl)-1-piperazinecarboxamide), C(Cl)(Cl)Cl (chloroform). Reagents/catalysts: [Pd] (Pd—C). Run in C1CCOC1 (THF), CO (methanol). The product is O1CCN(CC1)CCNC(=O)C1=CC=C(C=C1)N1CCC(CC1)NC(=O)N1CCNCC1 (N-(1-(4-(2-morpholinoethylcarbamoyl)phenyl)-piperidin-4-yl)-1-piperazinecarboxamide). Reaction SMILES: C(OC([N:11]1[CH2:16][CH2:15][N:14]([C:17]([NH:19][CH:20]2[CH2:25][CH2:24][N:23]([C:26]3[CH:31]=[CH:30][C:29]([C:32](=[O:42])[NH:33][CH2:34][CH2:35][N:36]4[CH2:41][CH2:40][O:39][CH2:38][CH2:37]4)=[CH:28][CH:27]=3)[CH2:22][CH2:21]2)=[O:18])[CH2:13][CH2:12]1)=O)C1C=CC=CC=1.[H][H].C(Cl)(Cl)Cl>CO.C1COCC1.[Pd]>[O:39]1[CH2:40][CH2:41][N:36]([CH2:35][CH2:34][NH:33][C:32]([C:29]2[CH:30]=[CH:31][C:26]([N:23]3[CH2:22][CH2:21][CH:20]([NH:19][C:17]([N:14]4[CH2:13][CH2:12][NH:11][CH2:16][CH2:15]4)=[O:18])[CH2:25][CH2:24]3)=[CH:27][CH:28]=2)=[O:42])[CH2:37][CH2:38]1. Reported procedure: The 4-benzyloxycarbonyl-N-(1-(4-(2-morpholinoethylcarbamoyl)-phenyl)-piperidin-4-yl)-1-piperazinecarboxamide (14.5 g, 25.0 mmol) obtained in Example 15(4) was dissolved in methanol (80 ml) and THF (80 ml), and 10% Pd—C (3.0 g) was added thereto, followed by stirring at room temperature in a hydrogen atmosphere for 17 hours. To the reaction mixture, chloroform was added. After the insoluble material was filtered with Celite, the filtrate was evaporated under reduced pressure, thereby obtaining N-... The reactants are C([C@@H](O)C)(=O)O (L-lactic acid), solution, CCCCC(C(=O)O)O (DL-2-Hydroxycaproic acid), C(C)(=O)OC(C)=O (Acetic anhydride). The solvent is O (water), O (water). Conditions: temperature 140 celsius. The product is acetyl-oligo(D,L-2-hydroxycaproic-co-L-Lactic acid), C(C(O)C)(=O)O (lactic acid), OC(C(=O)O)CCCC (hydroxycaproic acid). RXN SMILES: [CH3:1][CH2:2][CH2:3][CH2:4][CH:5]([OH:9])[C:6]([OH:8])=[O:7].C(O)(=O)[C@H](C)O.C(OC(=O)C)(=O)C>O>[C:6]([OH:8])(=[O:7])[CH:5]([CH3:4])[OH:9].[OH:9][CH:5]([CH2:4][CH2:3][CH2:2][CH3:1])[C:6]([OH:8])=[O:7]. Procedure details: DL-2-Hydroxycaproic acid (1.00 g, 0.0076 moles), and L-lactic acid (4.5 g of a nominally 85% solution in water; 0.043 moles) were placed in a reaction flask equipped with a distillation head and mechanical stirrer. The flask was heated at 110° C. for 6 hours under low vacuum (aspirator) while water was removed. The temperature was then raised to 140° C. for 6 hours. Acetic anhydride (5.16 g; 0.0506 moles) was added to the oligomer, followed by heating at 80° C. for 14 hours. Excess acetic anhydr... Reactants: ClC(C#N)(Cl)Cl (trichloroacetonitrile), C1(=CC=CC=C1)CC(NS(=O)(=O)C=1SC=CC1)P(O)(O)=O ([2-Phenyl-1-(thiophene-2-sulfonylamino)-ethyl]-phosphonic acid), ClC1=NC=CC=C1O (2-chloro-3-pyridinol). Solvent: N1=CC=CC=C1 (pyridine). Run at temperature 105 celsius. Product: [NH4+].ClC1=NC=CC=C1OP([O-])(=O)C(CC1=CC=CC=C1)NS(=O)(=O)C=1SC=CC1 ([2-Phenyl-1-(thiophene-2-sulfonylamino)-ethyl]-phosphonic acid mono-(2-chloropyridin-3-yl) ester ammonium salt). Isolated yield 107.8%. RXN SMILES: [C:1]1([CH2:7][CH:8]([P:18](=[O:21])([OH:20])[OH:19])[NH:9][S:10]([C:13]2[S:14][CH:15]=[CH:16][CH:17]=2)(=[O:12])=[O:11])[CH:6]=[CH:5][CH:4]=[CH:3][CH:2]=1.[Cl:22][C:23]1[C:28](O)=[CH:27][CH:26]=[CH:25][N:24]=1.ClC(Cl)(Cl)C#N>N1C=CC=CC=1>[NH4+:9].[Cl:22][C:23]1[C:28]([O:21][P:18]([CH:8]([NH:9][S:10]([C:13]2[S:14][CH:15]=[CH:16][CH:17]=2)(=[O:11])=[O:12])[CH2:7][C:1]2[CH:6]=[CH:5][CH:4]=[CH:3][CH:2]=2)(=[O:19])[O-:20])=[CH:27][CH:26]=[CH:25][N:24]=1 |f:4.5|. Reported procedure: To a sealed tube containing phosphonic acid (xiii) (134 mg; 0.39 mmol) and 2-chloro-3-pyridinol (60 mg; 0.46 mmol) was added pyridine (1.9 mL) and trichloroacetonitrile (270 μL; 2.7 mmol). The reaction was heated to 105° C. for 6 hours then was cooled and concentrated. The residue was purified by flash chromatography (chloroform-methanol-concentrated ammonium hydroxide; 9:2:0.1) to yield the ammonium salt 46 (100 mg, 54%) as a colorless solid: 1H NMR: (400 MHz, CD3OD) δH 2.87 (td, J=9, 14 Hz, 1H...